Dataset: the Open Reaction Database (ORD), a public repository of structured organic reaction records. Task: describe an organic reaction: reactants, conditions, products, and yield Starting materials: ClC=1C=CC(=C(C1)NC1=NC(=C2NC(N(C2=N1)C1CCOCC1)=O)C1=CC=NC=C1)[N+](=O)[O-] (2-(5-chloro-2-nitrophenylamino)-6-(pyridin-4-yl)-9-(tetrahydro-2H-pyran-4-yl)-7H-purin-8(9H)-one), [OH-].[NH4+] (ammonium hydroxide), C(C)(=O)O (acetic acid), O (water). Reagents/catalysts: [Fe] (iron). Run in C(C)O (ethanol). Run at temperature 90 celsius, time 10 minute. Product: NC1=C(C=C(C=C1)Cl)NC1=NC(=C2NC(N(C2=N1)C1CCOCC1)=O)C1=CC=NC=C1 (2-(2-amino-5-chlorophenylamino)-6-(pyridin-4-yl)-9-(tetrahydro-2H-pyran-4-yl)-7H-purin-8(9H)-one). As a reaction SMILES: [Cl:1][C:2]1[CH:3]=[CH:4][C:5]([N+:31]([O-])=O)=[C:6]([NH:8][C:9]2[N:17]=[C:16]3[C:12]([NH:13][C:14](=[O:24])[N:15]3[CH:18]3[CH2:23][CH2:22][O:21][CH2:20][CH2:19]3)=[C:11]([C:25]3[CH:30]=[CH:29][N:28]=[CH:27][CH:26]=3)[N:10]=2)[CH:7]=1.C(O)(=O)C.O.[OH-].[NH4+]>[Fe].C(O)C>[NH2:31][C:5]1[CH:4]=[CH:3][C:2]([Cl:1])=[CH:7][C:6]=1[NH:8][C:9]1[N:17]=[C:16]2[C:12]([NH:13][C:14](=[O:24])[N:15]2[CH:18]2[CH2:23][CH2:22][O:21][CH2:20][CH2:19]2)=[C:11]([C:25]2[CH:26]=[CH:27][N:28]=[CH:29][CH:30]=2)[N:10]=1 |f:3.4|. Procedure: To a vial containing 2-(5-chloro-2-nitrophenylamino)-6-(pyridin-4-yl)-9-(tetrahydro-2H-pyran-4-yl)-7H-purin-8(9H)-one (7 mg, 0.015 mmol) was added glacial acetic acid (0.5 mL), water (1.25 mL) and ethanol (2.5 mL), followed by iron powder (8.4 mg, 0.15 mmol, 10 equiv.) and the resulting mixture heated at 90° C. for 15 min (HPLC monitoring). The reaction mixture was left to cool down to room temperature, concentrated ammonium hydroxide solution was added to bring the pH to basic, and the mixture ... The reactants are CCOC(=O)C(=O)OCC, CC[O-], CCO, CC1(C)CCCC1=O, [H-], [Na+], [Na+]. Yields the product CCOC(=O)C(=O)C1CCC(C)(C)C1=O. As a reaction SMILES: [CH2:11]([CH3:12])[O:13][C:14]([C:15](=[O:16])[O:17][CH2:18][CH3:19])=[O:20].[CH3:21][CH2:22][O-:23].[CH3:25][CH2:26][OH:27].[CH3:3][C:4]1([CH3:10])[C:5](=[O:9])[CH2:6][CH2:7][CH2:8]1.[H-:1].[Na+:24].[Na+:2]>>[CH3:3][C:4]1([CH3:10])[C:5](=[O:9])[CH:6]([C:15]([C:14]([O:13][CH2:11][CH3:12])=[O:20])=[O:16])[CH2:7][CH2:8]1. Reactants: FC1=C(C=CC(=C1)F)C1=CC=C(C=C1)C(C(=O)OCC)(C(=O)[O-])C (Ethyl 2-(2', 4'-difluoro-4-biphenylyl)-2-methylmalonate), [OH-].[Na+] (sodium hydroxide). Run in C(C)O (ethanol). Reaction conditions: temperature 200 celsius. The product is FC1=C(C=CC(=C1)F)C1=CC=C(C=C1)C(C(=O)O)C (2-(2',4'-difluoro-4-biphenylyl)propionic acid). As a reaction SMILES: [F:1][C:2]1[CH:7]=[C:6]([F:8])[CH:5]=[CH:4][C:3]=1[C:9]1[CH:14]=[CH:13][C:12]([C:15](C)([C:21]([O-])=O)[C:16]([O:18]CC)=[O:17])=[CH:11][CH:10]=1.[OH-].[Na+]>C(O)C>[F:1][C:2]1[CH:7]=[C:6]([F:8])[CH:5]=[CH:4][C:3]=1[C:9]1[CH:14]=[CH:13][C:12]([CH:15]([CH3:21])[C:16]([OH:18])=[O:17])=[CH:11][CH:10]=1 |f:1.2|. Procedure: Ethyl 2-(2', 4'-difluoro-4-biphenylyl)-2-methylmalonate (5.42 g.) was refluxed for 2 hours with a mixture of 2.5N aqueous sodium hydroxide (27 ml.) and ethanol (13.5 ml.). The solution was then evaporated to a small bulk; the solid sodium salt was dissolved in water and the solution acidified with dilute hydrochloric acid. The resulting precipitate of crude 2-(2',4'-difluoro-4-biphenylyl)-2-methylmalonic acid was decarboxylated by heating for 20 minutes at 200°C. The product was purified by prep... Starting materials: C1(=CC=CC=C1)C (toluene), O=C1C=C(CC(C)(C)C1)C (isophorone), P(Mo3O10)4, O (H2O), MoO3. The reagents and catalysts are [O-]S(=O)(=O)[O-].[Cu+2] (CuSO4). Solvent: CCCCCC (n-hexane), CCCCCC (n-hexane). Conditions: time 90 hour. The product is CC=1C(C(CC(C1)=O)(C)C)=O (2,6,6-Trimethylcyclohex-2-ene-1,4-dione). As a reaction SMILES: C1(C)C=CC=CC=1.[O:8]=[C:9]1[CH2:16][C:13]([CH3:15])([CH3:14])[CH2:12][C:11]([CH3:17])=[CH:10]1.[OH2:18]>[O-]S([O-])(=O)=O.[Cu+2].CCCCCC>[CH3:17][C:11]1[C:12](=[O:18])[C:13]([CH3:15])([CH3:14])[CH2:16][C:9](=[O:8])[CH:10]=1 |f:3.4|. Reported procedure: A 1-1 three-neck flask equipped with a gas inlet frit, a stirrer and an intensive condenser was charged with 350 ml of toluene, 350 g of isophorone, 11.4 g of H3 [P(Mo3O10)4 ]×H2O, 1.4 g of CuSO4 ·5H2O and 1.4 g of MoO3. After compressed air had been passed through at 110° C. for 90 hours, the reaction mixture was added a little at a time at 80° C. into 4 1 of boiling n-hexane. The mixture was then filtered, and the filtrate was concentrated in a rotary evaporator. The yellowish oil obtained by ... The reactants are C(#C)[Si](C)(C)C (Ethynyltrimethylsilane), BrC1=CC=C(C=C1)CCOC (1-bromo-4-(2-methoxyethyl)benzene). The reagents and catalysts are Cl[Pd]([P](C1=CC=CC=C1)(C2=CC=CC=C2)C3=CC=CC=C3)([P](C4=CC=CC=C4)(C5=CC=CC=C5)C6=CC=CC=C6)Cl (bis(triphenylphosphine)palladium dichloride), [Cu]I (copper(I) iodide), C1(=CC=CC=C1)P(C1=CC=CC=C1)C1=CC=CC=C1 (triphenylphosphine). Run in N1CCCCC1 (piperidine). Run at temperature 100 celsius. Product: COCCC1=CC=C(C=C1)C#C[Si](C)(C)C (((4-(2-methoxyethyl)phenyl)ethynyl)trimethylsilane). The yield is 80.7%. RXN SMILES: [C:1]([Si:3]([CH3:6])([CH3:5])[CH3:4])#[CH:2].Br[C:8]1[CH:13]=[CH:12][C:11]([CH2:14][CH2:15][O:16][CH3:17])=[CH:10][CH:9]=1>N1CCCCC1.Cl[Pd](Cl)([P](C1C=CC=CC=1)(C1C=CC=CC=1)C1C=CC=CC=1)[P](C1C=CC=CC=1)(C1C=CC=CC=1)C1C=CC=CC=1.[Cu]I.C1(P(C2C=CC=CC=2)C2C=CC=CC=2)C=CC=CC=1>[CH3:17][O:16][CH2:15][CH2:14][C:11]1[CH:12]=[CH:13][C:8]([C:2]#[C:1][Si:3]([CH3:6])([CH3:5])[CH3:4])=[CH:9][CH:10]=1 |^1:26,45|. Procedure: Ethynyltrimethylsilane (3.42 g, 34.9 mmol) was added via syringe to a mixture of 1-bromo-4-(2-methoxyethyl)benzene (5 g, 23.25 mmol), bis(triphenylphosphine)palladium dichloride (0.326 g, 0.465 mmol), triphenylphosphine (0.305 g, 1.162 mmol) and copper(I) iodide (0.089 g, 0.465 mmol) in piperidine (25 mL). The mixture was heated to 100° C. for 1 h under a nitrogen atmosphere, then cooled and concentrated under vacuum. The residue was taken up in ethyl acetate (70 mL), filtered and concentrated t...